From a dataset of the Open Reaction Database (ORD), a public repository of structured organic reaction records. describe an organic reaction: reactants, conditions, products, and yield Starting materials: [BH3-]C#N, CO, NCC(O)c1cccc(Cl)c1, [Na+], COC(=O)C(C(=O)OC)c1ccc(OCC(C)=O)cc1, c1ccccc1. Yields the product COC(=O)C(C(=O)OC)c1ccc(OCC(C)NCC(O)c2cccc(Cl)c2)cc1. Reaction SMILES: [C:38]([BH3-:39])#[N:40].[CH3:42][OH:43].[NH2:21][CH2:22][CH:23]([OH:24])[c:25]1[cH:26][c:27]([Cl:31])[cH:28][cH:29][cH:30]1.[Na+:41].[O:1]=[C:2]([CH2:3][O:4][c:5]1[cH:6][cH:7][c:8]([CH:11]([C:12](=[O:13])[O:14][CH3:15])[C:16](=[O:17])[O:18][CH3:19])[cH:9][cH:10]1)[CH3:20].[cH:32]1[cH:33][cH:34][cH:35][cH:36][cH:37]1>>[CH:2]([CH2:3][O:4][c:5]1[cH:6][cH:7][c:8]([CH:11]([C:12](=[O:13])[O:14][CH3:15])[C:16](=[O:17])[O:18][CH3:19])[cH:9][cH:10]1)([CH3:20])[NH:21][CH2:22][CH:23]([OH:24])[c:25]1[cH:26][c:27]([Cl:31])[cH:28][cH:29][cH:30]1. The reactants are C12CN(CC(CC1)O2)C2=C(C(=NC(=N2)Cl)NC(C)C)[N+](=O)[O-] (6-(8-Oxa-3-azabicyclo[3.2.1]octan-3-yl)-2-chloro-N-isopropyl-5-nitropyrimidin-4-amine), CO (methanol), O.NN (Hydrazine hydrate). The reagents and catalysts are [Ni] (Raney™ nickel). Conditions: time 18 hour. Yields the product C12CN(CC(CC1)O2)C2=C(C(=NC(=N2)Cl)NC(C)C)N.CN(CCC(=O)[O-])C (6-(8-Oxa-3-azabicyclo[3.2.1]octan-3-yl)-2-chloro-N4-isopropylpyrimidine-4,5-diamine 3-(dimethylamino)propanoate). Reaction SMILES: [CH:1]12[O:8][CH:5]([CH2:6][CH2:7]1)[CH2:4][N:3]([C:9]1[N:14]=[C:13]([Cl:15])[N:12]=[C:11]([NH:16][CH:17]([CH3:19])[CH3:18])[C:10]=1[N+:20]([O-])=O)[CH2:2]2.[OH2:23].NN.[CH3:26][OH:27]>[Ni]>[CH:1]12[O:8][CH:5]([CH2:6][CH2:7]1)[CH2:4][N:3]([C:9]1[N:14]=[C:13]([Cl:15])[N:12]=[C:11]([NH:16][CH:17]([CH3:18])[CH3:19])[C:10]=1[NH2:20])[CH2:2]2.[CH3:4][N:3]([CH3:9])[CH2:2][CH2:1][C:26]([O-:27])=[O:23] |f:1.2,5.6|. Procedure: 6-(8-Oxa-3-azabicyclo[3.2.1]octan-3-yl)-2-chloro-N-isopropyl-5-nitropyrimidin-4-amine (47, 1.45 g, 4.42 mmoles) was dissolved in methanol and Raney™ nickel (approx. 2:1 by weight with respect to starting material) was added under a nitrogen atmosphere. Hydrazine hydrate (0.833 mL, 26.54 mmoles) was added and the reaction mixture was stirred at room temperature for 18 hours, filtered over Celite™, and the filtrate was concentrated to provide 6-(8-oxa-3-azabicyclo[3.2.1]octan-3-yl)-2-chloro-N4-iso...